From a dataset of the Open Reaction Database (ORD), a public repository of structured organic reaction records. describe an organic reaction: reactants, conditions, products, and yield The reactants are FC1=C(CN2N=C(C=3C2=NC=CC3)C3=NC(=C2N(C(NC2=N3)=O)C)I)C=CC=C1 (2-[1-(2-Fluorobenzyl)-1H-pyrazolo[3,4-b]pyridin-3-yl]-6-iodo-7-methyl-7,9-dihydro-8H-purin-8-one), N1CCC1 (azetidine). Solvent: CN1C(CCC1)=O (N-methylpyrrolidone). Run at temperature 150 celsius. The product is N1(CCC1)C1=C2N(C(NC2=NC(=N1)C1=NN(C2=NC=CC=C21)CC2=C(C=CC=C2)F)=O)C (6-(Azetidin-1-yl)-2-[1-(2-fluorobenzyl)-1H-pyrazolo[3,4-b]pyridin-3-yl]-7-methyl-7,9-dihydro-8H-purin-8-one). Isolated yield 5.2%. As a reaction SMILES: [F:1][C:2]1[CH:29]=[CH:28][CH:27]=[CH:26][C:3]=1[CH2:4][N:5]1[C:9]2=[N:10][CH:11]=[CH:12][CH:13]=[C:8]2[C:7]([C:14]2[N:22]=[C:21]3[C:17]([N:18]([CH3:24])[C:19](=[O:23])[NH:20]3)=[C:16](I)[N:15]=2)=[N:6]1.[NH:30]1[CH2:33][CH2:32][CH2:31]1>CN1CCCC1=O>[N:30]1([C:16]2[N:15]=[C:14]([C:7]3[C:8]4[C:9](=[N:10][CH:11]=[CH:12][CH:13]=4)[N:5]([CH2:4][C:3]4[CH:26]=[CH:27][CH:28]=[CH:29][C:2]=4[F:1])[N:6]=3)[N:22]=[C:21]3[C:17]=2[N:18]([CH3:24])[C:19](=[O:23])[NH:20]3)[CH2:33][CH2:32][CH2:31]1. Reported procedure: 200 mg (0.399 mmol) of the compound obtained in example 107 were dissolved in N-methylpyrrolidone (3 ml) and admixed with 1.00 g (17.514 mmol) of azetidine, and then heated in a microwavable flask with septum in a microwave at 150° C. for 5 h. The mixture was purified by means of preparative HPLC (acetonitrile:water (+0.05% formic acid) gradient). 9 mg of the title compound were obtained (5% of theory). The reactants are C1CCOC1 (THF), dibromide, C(CCC)[Li] (n-Butyllithium), solution, CCCCCC (hexane), dibromide. Conditions: temperature -78 celsius, time 1 hour. The product is C(C1=CC=CC=C1)OC#C (benzyloxyacetylene). Reaction SMILES: [CH2:1]1[CH2:5][O:4][CH2:3][CH2:2]1.C([Li])CCC.[CH3:11][CH2:12][CH2:13][CH2:14][CH2:15]C>>[CH2:3]([O:4][C:5]#[CH:1])[C:2]1[CH:15]=[CH:14][CH:13]=[CH:12][CH:11]=1. Reported procedure: A 70 ml THF solution of the Part G dibromide (5.48 g, 13.3 mmol) under argon atmosphere was cooled to -78° C. n-Butyllithium (10.6 ml of a 2.5M solution in hexane, 26.5 mmol) was added to the dibromide solution over 10 minutes. The reaction was stirred at -78° C. for 1 hour and then quenched at -78° C. with saturated aqueous NH4Cl solution. After the reaction was warmed to room temperature, it was diluted with 60 ml of H2O, and the aqueous layer was extracted 2 times with ether. All of the organ... The reactants are O=C=Nc1c(Br)cccc1Br, CN(C)C=O, I, [LiH], N=C1NCCN1. Yields the product O=C(N=C1NCCN1)Nc1c(Br)cccc1Br. As a reaction SMILES: [Br:9][c:10]1[c:11]([N:17]=[C:18]=[O:19])[c:12]([Br:16])[cH:13][cH:14][cH:15]1.[CH3:20][N:21]([CH3:22])[CH:23]=[O:24].[IH:1].[LiH:8].[NH:2]=[C:3]1[NH:4][CH2:5][CH2:6][NH:7]1>>[N:2](=[C:3]1[NH:4][CH2:5][CH2:6][NH:7]1)[C:18]([NH:17][c:11]1[c:10]([Br:9])[cH:15][cH:14][cH:13][c:12]1[Br:16])=[O:19]. Reactants: C1CCOC1, Cc1ncc[nH]1, OB(O)c1ccc(C(F)(F)F)cc1. Yields the product Cc1nccn1-c1ccc(C(F)(F)F)cc1. Reaction SMILES: [CH2:20]1[O:21][CH2:22][CH2:23][CH2:24]1.[CH3:1][c:2]1[nH:3][cH:4][cH:5][n:6]1.[F:7][C:8]([c:9]1[cH:10][cH:11][c:12]([B:15]([OH:16])[OH:17])[cH:13][cH:14]1)([F:18])[F:19]>>[CH3:1][c:2]1[n:3](-[c:12]2[cH:11][cH:10][c:9]([C:8]([F:7])([F:18])[F:19])[cH:14][cH:13]2)[cH:4][cH:5][n:6]1.